From a dataset of the Open Reaction Database (ORD), a public repository of structured organic reaction records. describe an organic reaction: reactants, conditions, products, and yield The reactants are COC(CN(C)CC1=CC=C(C=C1)[N+](=O)[O-])=O (N-(4-nitrobenzyl)sarcosine methyl ester), reduced iron. Solvent: C(C)(=O)O (acetic acid). Conditions: time 8 hour. Product: COC(CN(C)CC1=CC=C(C=C1)N)=O (N-(4-aminobenzyl)sarcosine methyl ester). Isolated yield 57.6%. RXN SMILES: [CH3:1][O:2][C:3](=[O:17])[CH2:4][N:5]([CH2:7][C:8]1[CH:13]=[CH:12][C:11]([N+:14]([O-])=O)=[CH:10][CH:9]=1)[CH3:6]>C(O)(=O)C>[CH3:1][O:2][C:3](=[O:17])[CH2:4][N:5]([CH2:7][C:8]1[CH:9]=[CH:10][C:11]([NH2:14])=[CH:12][CH:13]=1)[CH3:6]. Procedure: In acetic acid (100 ml) was dissolved N-(4-nitrobenzyl)sarcosine methyl ester (5.96 g), and to the mixture was added little by little reduced iron (7 g). The mixture was stirred at room temperature overnight. The solvent was evaporated, and to the residue was added ethyl acetate. The precipitates were filtered off, and the filtrate was washed with sodium hydroxide solution, water and saturated brine, and dried with anhydrous magnesium sulfate. Under reduced pressure, the solvent was evaporated, ...